From a dataset of the Open Reaction Database (ORD), a public repository of structured organic reaction records. describe an organic reaction: reactants, conditions, products, and yield Reactants: B.N1=C(C=CC=C1C)C (lutidine borane), B.C1(=CC=CC=C1)N1CCOCC1 (phenylmorpholine borane), N (ammonia), B.C(C)N(C1=CC=CC=C1)CC (diethylaniline borane), N (NH3), (C6H5)(CH3)2N, (C6H5)(CH3)2N NH3. Product: CCN(CC)C=1C=CC=CC1 (diethylaniline), C1(=CC=CC=C1)N1CCOCC1 (phenylmorpholine), N1=C(C=CC=C1C)C (lutidine), N.B (ammonia borane). RXN SMILES: [NH3:1].[BH3:2].[CH2:3]([N:5]([CH2:12][CH3:13])[C:6]1[CH:11]=[CH:10][CH:9]=[CH:8][CH:7]=1)[CH3:4].B.[C:15]1([N:21]2[CH2:26][CH2:25][O:24][CH2:23][CH2:22]2)[CH:20]=[CH:19][CH:18]=[CH:17][CH:16]=1.B.[N:28]1[C:33]([CH3:34])=[CH:32][CH:31]=[CH:30][C:29]=1[CH3:35]>>[CH3:13][CH2:12][N:5]([C:6]1[CH:7]=[CH:8][CH:9]=[CH:10][CH:11]=1)[CH2:3][CH3:4].[C:15]1([N:21]2[CH2:26][CH2:25][O:24][CH2:23][CH2:22]2)[CH:20]=[CH:19][CH:18]=[CH:17][CH:16]=1.[N:28]1[C:33]([CH3:34])=[CH:32][CH:31]=[CH:30][C:29]=1[CH3:35].[NH3:1].[BH3:2] |f:1.2,3.4,5.6,10.11|. Procedure: For example, dimethylaniline borane can be reacted with ammonia to produce ammonia borane as shown below. (C6H5)(CH3)2N.BH3+NH3═(C6H5)(CH3)2N+NH3.BH3 In other examples, diethylaniline borane, phenylmorpholine borane or lutidine borane can be reacted with ammonia to form diethylaniline and ammonia borane, phenylmorpholine and ammonia borane, or lutidine and ammonia borane. The reactants are C(C1=CC=CC=C1)[C@@H]1N(C(OC1)=O)C(=O)[C@H]1[C@@H](CC(C1)=C)C1=CC=C(C=C1)Cl ((4S)-4-benzyl-3-{[(1R,2R)-2-(4-chlorophenyl)-4-methylenecyclopentyl]carbonyl}-1,3-oxazolidin-2-one), O1CCCC1 (tetrahydrofuran), I(=O)(=O)(=O)[O-].[Na+] (sodium periodate), C[N+]1(CCOCC1)[O-] (4-methylmorpholine N-oxide), ethyl acetate-hexanes, ethyl acetate-hexanes. The reagents and catalysts are [Os](=O)(=O)(=O)=O (osmium tetroxide). Solvent: O (water), O (water), C(C)(=O)OCC (ethyl acetate), CC(=O)C (acetone). Conditions: time 30 minute. Yields the product C(C1=CC=CC=C1)[C@@H]1N(C(OC1)=O)C(=O)[C@H]1[C@@H](CC(C1)=O)C1=CC=C(C=C1)Cl ((4S)-4-benzyl-3-{[(1R,2R)-2-(4chlorophenyl)-4-oxocyclopentyl]carbonyl}-1,3-oxazolidin-2-one). RXN SMILES: [CH2:1]([C@H:8]1[CH2:12][O:11][C:10](=[O:13])[N:9]1[C:14]([C@@H:16]1[CH2:20][C:19](=C)[CH2:18][C@H:17]1[C:22]1[CH:27]=[CH:26][C:25]([Cl:28])=[CH:24][CH:23]=1)=[O:15])[C:2]1[CH:7]=[CH:6][CH:5]=[CH:4][CH:3]=1.C[N+]1([O-])CC[O:33]CC1.I([O-])(=O)(=O)=O.[Na+].O1CCCC1>CC(C)=O.O.[Os](=O)(=O)(=O)=O.C(OCC)(=O)C>[CH2:1]([C@H:8]1[CH2:12][O:11][C:10](=[O:13])[N:9]1[C:14]([C@@H:16]1[CH2:20][C:19](=[O:33])[CH2:18][C@H:17]1[C:22]1[CH:23]=[CH:24][C:25]([Cl:28])=[CH:26][CH:27]=1)=[O:15])[C:2]1[CH:7]=[CH:6][CH:5]=[CH:4][CH:3]=1 |f:2.3|. Procedure: A 25 mL round bottom flask equipped with a magnetic stir bar was charged with 1.980 g (5.00 mmol) of the product of Step B dissolved in 9.0 mL acetone. To the reaction mixture was added 0.702 g (5.99 mmol) of 4-methylmorpholine N-oxide dissolved in 2 mL water followed by 1.6 mL (0.26 mmol) of an osmium tetroxide solution (4 wt % in water). The reaction mixture was stirred 1.5 h at room temperature at which point TLC analysis (25% ethyl acetate-hexanes) indicated complete consumption of the start... The reactants are CSc1nccc(-n2ccc3c([N+](=O)[O-])cccc32)n1, ClC(Cl)Cl, ClCCl, O=C(OO)c1cccc(Cl)c1. The product is CS(=O)c1nccc(-n2ccc3c([N+](=O)[O-])cccc32)n1. RXN SMILES: [CH3:12][S:13][c:14]1[n:15][cH:16][cH:17][c:18](-[n:20]2[cH:21][cH:22][c:23]3[c:24]([N+:29](=[O:30])[O-:31])[cH:25][cH:26][cH:27][c:28]23)[n:19]1.[Cl:32][CH:33]([Cl:34])[Cl:35].[Cl:36][CH2:37][Cl:38].[OH:1][O:2][C:3]([c:4]1[cH:5][c:6]([Cl:7])[cH:8][cH:9][cH:10]1)=[O:11]>>[O:1]=[S:13]([CH3:12])[c:14]1[n:15][cH:16][cH:17][c:18](-[n:20]2[cH:21][cH:22][c:23]3[c:24]([N+:29](=[O:30])[O-:31])[cH:25][cH:26][cH:27][c:28]23)[n:19]1. The reactants are C(=O)C=1C=CC2=C(CCO2)C1 (2,3-Dihydro-5-formylbenzofuran), CC1=C2CC(NC2=CC=C1)=O (4-methyl-2-oxindole). Yields the product O1CCC2=C1C=CC(=C2)C=C2C(NC1=CC=CC(=C21)C)=O (3-(2,3-dihydrobenzofuran-5-ylmethylene)-4-methyl-1,3-dihydroindol-2-one). As a reaction SMILES: [CH:1]([C:3]1[CH:4]=[CH:5][C:6]2[O:10][CH2:9][CH2:8][C:7]=2[CH:11]=1)=O.[CH3:12][C:13]1[CH:21]=[CH:20][CH:19]=[C:18]2[C:14]=1[CH2:15][C:16](=[O:22])[NH:17]2>>[O:10]1[C:6]2[CH:5]=[CH:4][C:3]([CH:1]=[C:15]3[C:14]4[C:18](=[CH:19][CH:20]=[CH:21][C:13]=4[CH3:12])[NH:17][C:16]3=[O:22])=[CH:11][C:7]=2[CH2:8][CH2:9]1. Procedure: 2,3-Dihydro-5-formylbenzofuran (commercially available) was condensed with 4-methyl-2-oxindole to give 0.25 g of 3-(2,3-dihydrobenzofuran-5-ylmethylene)-4-methyl-1,3-dihydroindol-2-one as a yellow-orange solid. Reactants: C(C)N1C(NC(C(=C1C(=O)C=1C=C(C#N)C=C(C1)C)C(C)C)=O)=O (3-(3-ethyl-5-isopropyl-2,6-dioxo-1,2,3,6-tetrahydro-pyrimidine-4-carbonyl)-5-methyl-benzonitrile), [BH4-].[Na+] (sodium borohydride), [BH4-].[Na+] (sodium borohydride), [BH4-].[Na+] (sodium borohydride). The solvent is C(C)O (ethanol). Run at temperature 0 celsius, time 2 hour. The product is C(C)N1C(NC(C(=C1C(C=1C=C(C#N)C=C(C1)C)O)C(C)C)=O)=O (3-[(3-Ethyl-5-isopropyl-2,6-dioxo-1,2,3,6-tetrahydro-pyrimidin-4-yl)-hydroxy-methyl]-5-methyl-benzonitrile). Isolated yield 44.0%. Reaction SMILES: [CH2:1]([N:3]1[C:8]([C:9]([C:11]2[CH:12]=[C:13]([CH:16]=[C:17]([CH3:19])[CH:18]=2)[C:14]#[N:15])=[O:10])=[C:7]([CH:20]([CH3:22])[CH3:21])[C:6](=[O:23])[NH:5][C:4]1=[O:24])[CH3:2].[BH4-].[Na+]>C(O)C>[CH2:1]([N:3]1[C:8]([CH:9]([OH:10])[C:11]2[CH:12]=[C:13]([CH:16]=[C:17]([CH3:19])[CH:18]=2)[C:14]#[N:15])=[C:7]([CH:20]([CH3:21])[CH3:22])[C:6](=[O:23])[NH:5][C:4]1=[O:24])[CH3:2] |f:1.2|. Procedure details: To a solution of 3-(3-ethyl-5-isopropyl-2,6-dioxo-1,2,3,6-tetrahydro-pyrimidine-4-carbonyl)-5-methyl-benzonitrile (3) (0.700 g, 2.15 mmol) in ethanol (61 mL) at 0° C. was added sodium borohydride (0.081 g, 2.15 mmol) and the reaction mixture was stirred at 0° C. for 2 h, then at room temperature overnight. More sodium borohydride (0.081 g, 2.15 mmol). was then added, and the mixture was stirred for 24 h. More sodium borohydride (0.081 g, 2.15 mmol) was again added, and stirring was continued for... Starting materials: CN(C)CCN(C)C, COc1cccc2c1CC(=O)N2, CCOC(C)=O, CO, [Cl-], Cl, CI, [Na+], C1CCOC1. The product is COc1cccc2c1C(C)C(=O)N2. RXN SMILES: [CH3:13][N:14]([CH3:15])[CH2:16][CH2:17][N:18]([CH3:19])[CH3:20].[CH3:1][O:2][c:3]1[c:4]2[c:8]([cH:9][cH:10][cH:11]1)[NH:7][C:6](=[O:12])[CH2:5]2.[CH3:26][CH2:27][O:28][C:29](=[O:30])[CH3:31].[CH3:32][OH:33].[Cl-:25].[ClH:23].[I:21][CH3:22].[Na+:24].[O:34]1[CH2:35][CH2:36][CH2:37][CH2:38]1>>[CH3:1][O:2][c:3]1[c:4]2[c:8]([cH:9][cH:10][cH:11]1)[NH:7][C:6](=[O:12])[CH:5]2[CH3:13]. The reactants are ClC=1C=C(C=CC1Cl)C(C(=O)OCC)=O (ethyl 2-(3,4-dichlorophenyl)-2-oxoacetate), C(C=C)[Sn](CCCC)(CCCC)CCCC (allyltributyltin). Product: ClC=1C=C(C=CC1Cl)C(C(=O)OCC)(CC=C)O (ethyl 2-(3,4-dichlorophenyl)-2-hydroxypent-4-enoate). The solvent is C(Cl)Cl (CH2Cl2). Yield: 77.0%. RXN SMILES: [Cl:1][C:2]1[CH:3]=[C:4]([C:9](=[O:15])[C:10]([O:12][CH2:13][CH3:14])=[O:11])[CH:5]=[CH:6][C:7]=1[Cl:8].[CH2:16]([Sn](CCCC)(CCCC)CCCC)[CH:17]=[CH2:18]>C(Cl)Cl.Cl[Ti](Cl)(Cl)Cl>[Cl:1][C:2]1[CH:3]=[C:4]([C:9]([OH:15])([CH2:18][CH:17]=[CH2:16])[C:10]([O:12][CH2:13][CH3:14])=[O:11])[CH:5]=[CH:6][C:7]=1[Cl:8]. Run at time 40 hour. Procedure details: To the solution of ethyl 2-(3,4-dichlorophenyl)-2-oxoacetate (100 g, 3.8 mol) in CH2Cl2 was added allyltributyltin (1.2 equivalents) and TiCl4 (1.2 equivalents) at 0° C. and mixture was stirred for 40 hours at 0° C. to room temperature. Purification by chromatography on silica gel provided title compound (90 g, 77%). The reagents and catalysts are Cl[Ti](Cl)(Cl)Cl (TiCl4). Reactants: O (water), C(CCC(=O)OCC)(=O)OCC (diethyl succinate), C1(CCCCC1)=O (cyclohexanone), CC(C)([O-])C.[K+] (potassium tert-butoxide). The solvent is C(C)(C)(C)O (tert-butanol). Conditions: time 30 minute. The product is C(C)OC(C(CC(=O)O)=C(C)C)=O (2-Isopropylidenesuccinic acid mono-ethyl ester). Yield: 99.4%. As a reaction SMILES: [C:1]([O:10]CC)(=[O:9])[CH2:2][CH2:3][C:4]([O:6][CH2:7][CH3:8])=[O:5].[C:13]1(=O)[CH2:18]CCC[CH2:14]1.CC(C)([O-])C.[K+].O>C(O)(C)(C)C>[CH2:7]([O:6][C:4](=[O:5])[C:3](=[C:13]([CH3:18])[CH3:14])[CH2:2][C:1]([OH:10])=[O:9])[CH3:8] |f:2.3|. Reported procedure: To a solution of of 17.4 g (0.1 mol) diethyl succinate and 9.8 g (0.1 mol) cyclohexanone in 100 ml tert-butanol was added 11.2 g (0.1 mol) potassium tert-butoxide in one portion. The mixture was allowed to stir at room temperature for 30 min. 10 ml of water were added and the solvent was removed under reduced pressure. The residue was dissolved in 100 ml water and transferred into a separation funnel. The solution was extracted twice with 50 ml ethyl acetate to remove neutral impurities, acidifi...